From a dataset of the Open Reaction Database (ORD), a public repository of structured organic reaction records. describe an organic reaction: reactants, conditions, products, and yield Starting materials: CN1CCOCC1, CC(=O)O, CN1CC(CNN)CC2c3cccc4c3c(cn4C)CC21, CC#N, CC(C)COC(=O)Cl. RXN SMILES: [CH3:13][N:14]1[CH2:15][CH2:16][O:17][CH2:18][CH2:19]1.[CH3:1][C:2]([OH:3])=[O:4].[CH3:20][n:21]1[cH:22][c:23]2[c:36]3[c:31]([cH:32][cH:33][cH:34][c:35]13)[CH:30]1[CH:25]([CH2:24]2)[N:26]([CH3:40])[CH2:27][CH:28]([CH2:37][NH:38][NH2:39])[CH2:29]1.[CH3:41][C:42]#[N:43].[Cl:5][C:6]([O:7][CH2:8][CH:9]([CH3:10])[CH3:11])=[O:12]>>[CH3:1][C:2](=[O:4])[NH:39][NH:38][CH2:37][CH:28]1[CH2:27][N:26]([CH3:40])[CH:25]2[CH2:24][c:23]3[cH:22][n:21]([CH3:20])[c:35]4[cH:34][cH:33][cH:32][c:31]([c:36]34)[CH:30]2[CH2:29]1. Yields the product CC(=O)NNCC1CC2c3cccc4c3c(cn4C)CC2N(C)C1. Reactants: BrCCCCCBr, COc1ccc(CC#N)cc1, CN(C)C=O, [H-], [Na+], c1ccccc1. Product: COc1ccc(C2(C#N)CCCCC2)cc1. RXN SMILES: [Br:12][CH2:13][CH2:14][CH2:15][CH2:16][CH2:17][Br:18].[CH3:1][O:2][c:3]1[cH:4][cH:5][c:6]([CH2:9][C:10]#[N:11])[cH:7][cH:8]1.[CH3:27][N:28]([CH3:29])[CH:30]=[O:31].[H-:20].[Na+:19].[cH:21]1[cH:22][cH:23][cH:24][cH:25][cH:26]1>>[CH3:1][O:2][c:3]1[cH:4][cH:5][c:6]([C:9]2([C:10]#[N:11])[CH2:13][CH2:14][CH2:15][CH2:16][CH2:17]2)[cH:7][cH:8]1. Reactants: ClC1=CC2=C(N=C(OC2=O)C(C)C)C=C1 (6-chloro-2-isopropyl-benzo[d][1,3]oxazin-4-one), CN (methylamine). Run at temperature 90 celsius. The product is ClC=1C=C2C(N(C(=NC2=CC1)C(C)C)C)=O (6-Chloro-2-isopropyl-3-methyl-3H-quinazolin-4-one). Yield: 33.0%. RXN SMILES: [Cl:1][C:2]1[CH:15]=[CH:14][C:5]2[N:6]=[C:7]([CH:11]([CH3:13])[CH3:12])[O:8][C:9](=O)[C:4]=2[CH:3]=1.[CH3:16][NH2:17]>>[Cl:1][C:2]1[CH:3]=[C:4]2[C:5](=[CH:14][CH:15]=1)[N:6]=[C:7]([CH:11]([CH3:13])[CH3:12])[N:17]([CH3:16])[C:9]2=[O:8]. Procedure: A mixture of 6-chloro-2-isopropyl-benzo[d][1,3]oxazin-4-one (2.75 g, 12.3 mmol) and methylamine (7.4 mL, 14.8 mmol, 2M solution in MeOH) were heated to 90° C. for 24 hours. The solvent was removed in vacuo and the residue was heated under reduced pressure to 160° C. for 2 hours. The reaction mixture was purified by column chromatography (0-30% ethyl acetate-hexanes) to yield the product (960 mg, 33%). 1H NMR H NMR (400 MHz, CDCl3) δ 8.23 (d, J=2.4 Hz, 1H), 7.65 (dd, J=8.7, 2.4 Hz, 1H), 7.61 (d, ... The reactants are COC1=C(C=CC(=C1)C(F)(F)F)B(O)O (2-methoxy-4-(trifluoromethyl)phenyl boronic acid), C(C1=CC=CC=C1)SC1=NC=C2C(=CC=NC2=C1)Br (7-(benzylthio)-4-bromo-1,6-naphthyridine), [O-]P(=O)([O-])[O-].[K+].[K+].[K+] (potassium phosphate tribasic), O1CCOCC1 (Dioxane), Pd(AmPhos)2Cl2. The solvent is O (water), O (water). Reaction conditions: temperature 110 celsius, time 3 hour. The product is C(C1=CC=CC=C1)SC1=NC=C2C(=CC=NC2=C1)C1=C(C=C(C=C1)C(F)(F)F)OC (7-(benzylthio)-4-(2-methoxy-4-(trifluoromethyl)phenyl)-1,6-naphthyridine). Isolated yield 69.1%. Reaction SMILES: [CH3:1][O:2][C:3]1[CH:8]=[C:7]([C:9]([F:12])([F:11])[F:10])[CH:6]=[CH:5][C:4]=1B(O)O.[CH2:16]([S:23][C:24]1[CH:33]=[C:32]2[C:27]([C:28](Br)=[CH:29][CH:30]=[N:31]2)=[CH:26][N:25]=1)[C:17]1[CH:22]=[CH:21][CH:20]=[CH:19][CH:18]=1.[O-]P([O-])([O-])=O.[K+].[K+].[K+].O1CCOCC1>O>[CH2:16]([S:23][C:24]1[CH:33]=[C:32]2[C:27]([C:28]([C:4]3[CH:5]=[CH:6][C:7]([C:9]([F:12])([F:11])[F:10])=[CH:8][C:3]=3[O:2][CH3:1])=[CH:29][CH:30]=[N:31]2)=[CH:26][N:25]=1)[C:17]1[CH:18]=[CH:19][CH:20]=[CH:21][CH:22]=1 |f:2.3.4.5|. Procedure details: A screw capped vial was charged with 2-methoxy-4-(trifluoromethyl)phenyl boronic acid (0.096 g, 0.438 mmol), 7-(benzylthio)-4-bromo-1,6-naphthyridine (0.145 g, 0.438 mmol), and potassium phosphate tribasic (0.279 ml, 1.313 mmol). Dioxane (1.756 ml) and water (0.585 ml) were added and the vial was purged with argon, followed by addition of Pd(AmPhos)2Cl2 (0.019 g, 0.026 mmol). The vial was capped and heated to 110° C. After 3 hours, the reaction was cooled to room temperature, diluted with water ... Starting materials: COC(=O)C=1C=CC2=C(OC(CO2)C2=NN=NN2)C1NC(C1=CC=C(C=C1)OCCCCCCCC)=O (8-(p-octyloxybenzoyl)amino-2-(5-tetrazolyl)-1,4-benzodioxane-7-carboxylic acid methyl ester), Cl (hydrochloric acid), example 2 ( 107 ), aqueous solution, [OH-].[Na+] (sodium hydroxide). Run in CO (methanol). Yields the product C(CCCCCCC)OC1=CC=C(C(=O)NC2=C(C=CC3=C2OC(CO3)C3=NN=NN3)C(=O)O)C=C1 (8-(p-octyloxybenzoyl)amino-2-(5-tetrazolyl)-1,4-benzodioxane-7-carboxylic acid). As a reaction SMILES: C[O:2][C:3]([C:5]1[CH:6]=[CH:7][C:8]2[O:13][CH2:12][CH:11]([C:14]3[NH:18][N:17]=[N:16][N:15]=3)[O:10][C:9]=2[C:19]=1[NH:20][C:21](=[O:37])[C:22]1[CH:27]=[CH:26][C:25]([O:28][CH2:29][CH2:30][CH2:31][CH2:32][CH2:33][CH2:34][CH2:35][CH3:36])=[CH:24][CH:23]=1)=[O:4].[OH-].[Na+].Cl>CO>[CH2:29]([O:28][C:25]1[CH:26]=[CH:27][C:22]([C:21]([NH:20][C:19]2[C:9]3[O:10][CH:11]([C:14]4[NH:18][N:17]=[N:16][N:15]=4)[CH2:12][O:13][C:8]=3[CH:7]=[CH:6][C:5]=2[C:3]([OH:4])=[O:2])=[O:37])=[CH:23][CH:24]=1)[CH2:30][CH2:31][CH2:32][CH2:33][CH2:34][CH2:35][CH3:36] |f:1.2|. Procedure details: 8-(p-octyloxybenzoyl)amino-2-(5-tetrazolyl)-1,4-benzodioxane-7-carboxylic acid methyl ester (332 mg; synthesized in example 2 (107) was dissolved in methanol (1.5 ml). To the solution, a 1N aqueous solution of sodium hydroxide (1.36 ml), and the mixture was stirred for 50 min at room temperature and for 2 hrs at 40° C. After cooling, 1N hydrochloric acid (2 ml) was added to the solution. The mixture was extracted with ethyl acetate. The extract was dried and concentrated under reduced pressure. ... Reactants: Cc1cc(C(=O)O)ccc1N, CCOC(C)=O, I[Cu]I, [I-], [K+], O=N[O-], [Na+], O, O=S(=O)(O)O. The product is Cc1cc(C(=O)O)ccc1I. As a reaction SMILES: [CH3:1][c:2]1[cH:3][c:4]([C:5](=[O:6])[OH:7])[cH:8][cH:9][c:10]1[NH2:11].[CH3:24][CH2:25][O:26][C:27](=[O:28])[CH3:29].[Cu:30]([I:31])[I:32].[I-:22].[K+:21].[N:17]([O-:18])=[O:19].[Na+:20].[OH2:23].[S:12](=[O:13])(=[O:14])([OH:15])[OH:16]>>[CH3:1][c:2]1[cH:3][c:4]([C:5](=[O:6])[OH:7])[cH:8][cH:9][c:10]1[I:22].